From a dataset of the Open Reaction Database (ORD), a public repository of structured organic reaction records. describe an organic reaction: reactants, conditions, products, and yield Starting materials: CCO, O=C(NC1CCCCC1)C1=C(c2ccccc2)c2ccc(OCCN3CCOCC3)cc2C1=O, Cl, NO, c1ccncc1. Product: O=C(NC1CCCCC1)C1=C(c2ccccc2)c2ccc(OCCN3CCOCC3)cc2C1=NO. Reaction SMILES: [CH3:44][CH2:45][OH:46].[CH:1]1([NH:7][C:8](=[O:9])[C:10]2=[C:18]([c:19]3[cH:20][cH:21][cH:22][cH:23][cH:24]3)[c:17]3[c:12]([cH:13][c:14]([O:25][CH2:26][CH2:27][N:28]4[CH2:29][CH2:30][O:31][CH2:32][CH2:33]4)[cH:15][cH:16]3)[C:11]2=[O:34])[CH2:2][CH2:3][CH2:4][CH2:5][CH2:6]1.[ClH:35].[NH2:36][OH:37].[cH:38]1[cH:39][cH:40][n:41][cH:42][cH:43]1>>[CH:1]1([NH:7][C:8](=[O:9])[C:10]2=[C:18]([c:19]3[cH:20][cH:21][cH:22][cH:23][cH:24]3)[c:17]3[c:12]([cH:13][c:14]([O:25][CH2:26][CH2:27][N:28]4[CH2:29][CH2:30][O:31][CH2:32][CH2:33]4)[cH:15][cH:16]3)[C:11]2=[N:36][OH:37])[CH2:2][CH2:3][CH2:4][CH2:5][CH2:6]1. Reactants: C(C)(=O)OCC(=O)NC=1C(=C(C(=C(C(=O)NC(COC(C)=O)C(COC(C)=O)OC(C)=O)C1I)I)COC(C)=O)I (5-(Acetoxyacetamido)-3-acetoxymethyl-N-(1,3,4-triacetoxybut-2-yl)-2,4,6-triiodobenzamide), C(C)(=O)OCCBr (2-bromoethyl acetate). The product is C(C)(=O)OCCN(C(COC(C)=O)=O)C=1C(=C(C(=C(C(=O)NC(COC(C)=O)C(COC(C)=O)OC(C)=O)C1I)I)COC(C)=O)I (5-[N′-(2-Acetoxyethyl)-acetoxyacetamido]-3-acetoxymethyl-N-(1,3,4-triacetoxybut-2-yl)-2,4,6-triiodobenzamide). RXN SMILES: [C:1]([O:4][CH2:5][C:6]([NH:8][C:9]1[C:10]([I:41])=[C:11]([CH2:36][O:37][C:38](=[O:40])[CH3:39])[C:12]([I:35])=[C:13]([C:33]=1[I:34])[C:14]([NH:16][CH:17]([CH:23]([O:29][C:30](=[O:32])[CH3:31])[CH2:24][O:25][C:26](=[O:28])[CH3:27])[CH2:18][O:19][C:20](=[O:22])[CH3:21])=[O:15])=[O:7])(=[O:3])[CH3:2].[C:42]([O:45][CH2:46][CH2:47]Br)(=[O:44])[CH3:43]>>[C:42]([O:45][CH2:46][CH2:47][N:8]([C:9]1[C:10]([I:41])=[C:11]([CH2:36][O:37][C:38](=[O:40])[CH3:39])[C:12]([I:35])=[C:13]([C:33]=1[I:34])[C:14]([NH:16][CH:17]([CH:23]([O:29][C:30](=[O:32])[CH3:31])[CH2:24][O:25][C:26](=[O:28])[CH3:27])[CH2:18][O:19][C:20](=[O:22])[CH3:21])=[O:15])[C:6](=[O:7])[CH2:5][O:4][C:1](=[O:3])[CH3:2])(=[O:44])[CH3:43]. Reported procedure: 5-(Acetoxyacetamido)-3-acetoxymethyl-N-(1,3,4-triacetoxybut-2-yl)-2,4,6-triiodobenzamide was alkylated with 2-bromoethyl acetate according to the procedure in Example 25a. Yield of crude product=97%. The reactants are C(CCC\C=C/CC=CCC=CCC=CCCCCC)(=O)NCCOP(=O)=O (N-(cis-5,8,11,14-eicosatetraenoyl)-O-phospho-2-aminoethanol), C(CCC\C=C/CC=CCC=CCC=CCC=CCC)(=O)O (cis-5,8,11,14,17-eicosapentaenoic acid). Product: C(CCC\C=C/CC=CCC=CCC=CCC=CCC)(=O)NCCOP(=O)=O (N-(cis-5,8,11,14,17-eicosapentaenoyl)-O-phospho-2-aminoethanol). As a reaction SMILES: [C:1]([NH:22][CH2:23][CH2:24][O:25][P:26](=[O:28])=[O:27])(=[O:21])[CH2:2][CH2:3][CH2:4]/[CH:5]=[CH:6]\[CH2:7][CH:8]=[CH:9][CH2:10][CH:11]=[CH:12][CH2:13][CH:14]=[CH:15][CH2:16][CH2:17][CH2:18][CH2:19][CH3:20].C(O)(=O)CCC/C=C\CC=CCC=CCC=CCC=CCC>>[C:1]([NH:22][CH2:23][CH2:24][O:25][P:26](=[O:28])=[O:27])(=[O:21])[CH2:2][CH2:3][CH2:4]/[CH:5]=[CH:6]\[CH2:7][CH:8]=[CH:9][CH2:10][CH:11]=[CH:12][CH2:13][CH:14]=[CH:15][CH2:16][CH:17]=[CH:18][CH2:19][CH3:20]. Reported procedure: This compound was prepared as described above for (5) using 0.5 mmol (151 mg) of cis-5,8,11,14,17-eicosapentaenoic acid; yield 98 mg, (46%); Rf 0.10-0.15 (system B); 1H-NMR (CD3SOCD3, 200 MHz) δ0.9-1.0 (t, 3H, ω-CH3); 1.5-1.6 (t, 2H, CH2); 2.0-2.2 (m, 6H, CH2CO and 2CH2CH═CH); 2.7-2.9 (br s, 8H, 4HC═CH—CH2—CH═CH); 3.2-3.3 (br s, 2H, CH2NH); 3.8-3.9 (br s, 2H, CH2OP); 5.2-5.4 (br s, 10H, 5 HC═CH); 8.2-8.4 (m, 3H, NH and 2POH) Starting materials: C(C)(C)(C)OC(=O)N1C(C(=O)O)CC(CC1)(C)C (1-tert-butyloxycarbonyl-4,4-dimethylpipecolic acid), CN(OC)Cl (N,O-dimethylhydroxylamino hydrochloride), ON1N=NC2=C1C=CC=C2 (1-hydroxybenzotriazole), Cl.CN(CCCN=C=NCC)C (1-(3-dimethylaminopropyl)-3-ethylcarbodiimide hydrochloride). Solvent: CN(C=O)C (dimethylformamide), C(C)N(CC)CC (triethylamine), C(C)OCC (Diethyl ether). Run at time 23 hour. The product is C(C)(C)(C)OC(=O)N1C(CC(CC1)(C)C)C(=O)N(C)OC (1-tert-Butyloxycarbonyl-2(R,S)-(N,O-dimethylhydroxylamino)carbonyl-4,4-dimethylpiperidine). The yield is 83.9%. RXN SMILES: [C:1]([O:5][C:6]([N:8]1[CH2:16][CH2:15][C:14]([CH3:18])([CH3:17])[CH2:13][CH:9]1[C:10]([OH:12])=O)=[O:7])([CH3:4])([CH3:3])[CH3:2].[CH3:19][N:20](Cl)[O:21][CH3:22].ON1C2C=CC=CC=2N=N1.Cl.CN(C)CCCN=C=NCC>CN(C)C=O.C(OCC)C.C(N(CC)CC)C>[C:1]([O:5][C:6]([N:8]1[CH2:16][CH2:15][C:14]([CH3:18])([CH3:17])[CH2:13][CH:9]1[C:10]([N:20]([O:21][CH3:22])[CH3:19])=[O:12])=[O:7])([CH3:2])([CH3:3])[CH3:4] |f:3.4|. Reported procedure: To a stirred solution of 1-tert-butyloxycarbonyl-4,4-dimethylpipecolic acid (24.6 g), N,O-dimethylhydroxylamino hydrochloride (12.12 g) and 1-hydroxybenzotriazole (18.09 g) in anhydrous dimethylformamide (400 ml) was added anhydrous triethylamine (30.7 ml) followed by 1-(3-dimethylaminopropyl)-3-ethylcarbodiimide hydrochloride (21.08 g) and the resulting mixture was stirred at room temperature for 23 hours under a nitrogen atmosphere. Diethyl ether (1 l) was added and the mixture was washed with... Starting materials: [OH-].[Na+] (sodium hydroxide), CCC(C)CCCCC(=O)NC(CCN)C(=O)NC(C(C)O)C(=O)NC(CCN)C(=O)NC1CCNC(=O)C(NC(=O)C(NC(=O)C(NC(=O)C(NC(=O)C(NC(=O)C(NC1=O)CCN)CC2=CC=CC=C2)CC(C)C)CCN)CCN)C(C)O.OS(=O)(=O)O (sufuric acid), C(C)N(CCS(=O)C1=NSN=C1N1C=NC=C1)CC (N,N-diethyl-2-[[4-(1H-imidazol-1-yl)-1,2,5-thiadiazol-3-yl]sulfinyl]-ethanamine), [N-]=[N+]=[N-].[Na+] (sodium azide). The solvent is C(Cl)(Cl)Cl (chloroform), O (water). Product: C(C)N(CCS(=O)(=N)C1=NSN=C1N1C=NC=C1)CC (S-[2-(diethylamino)ethyl]-S-[4-(1H-imidazol-1-yl)-1,2,5-thiadiazol-3-yl]sulfoximine). As a reaction SMILES: CCC(CCCCC([NH:11]C(C(NC(C(NC(C(NC1C(=O)NC(CCN)C(=O)NC(CC2C=CC=CC=2)C(=O)NC(CC(C)C)C(=O)NC(CCN)C(=O)NC(CCN)C(=O)NC(C(O)C)C(=O)NCC1)=O)CCN)=O)C(O)C)=O)CCN)=O)C.OS(O)(=O)=O.[CH2:91]([N:93]([CH2:108][CH3:109])[CH2:94][CH2:95][S:96]([C:98]1[C:102]([N:103]2[CH:107]=[CH:106][N:105]=[CH:104]2)=[N:101][S:100][N:99]=1)=[O:97])[CH3:92].[N-]=[N+]=[N-].[Na+].[OH-].[Na+]>C(Cl)(Cl)Cl.O>[CH2:108]([N:93]([CH2:91][CH3:92])[CH2:94][CH2:95][S:96]([C:98]1[C:102]([N:103]2[CH:107]=[CH:106][N:105]=[CH:104]2)=[N:101][S:100][N:99]=1)(=[NH:11])=[O:97])[CH3:109] |f:0.1,3.4,5.6|. Procedure: Concentrated sufuric acid (13 ml) is added dropwise to a stirred slurry of the compound of Example 11 (13 mmol) and sodium azide (52 mmol) in chloroform at -20° C. The reaction mixture is allowed to warm to ambient temperature and then heated at reflux temperature for 36 hr. The reaction mixture is then cooled to 0° C. and water (100 ml) added. The mixture is carefully basified with 50% sodium hydroxide solution. The chloroform layer is separated and the aqueous layer is extracted with methylene... The reactants are N#CCCCBr, CCCCCCCCOCCCC(=O)O, CCCCCCCCO, [Na+], [OH-], O, c1ccccc1. The product is CCCCCCCCOCCCC#N. As a reaction SMILES: [Br:25][CH2:26][CH2:27][CH2:28][C:29]#[N:30].[C:1]([CH2:2][CH2:3][CH2:4][O:5][CH2:6][CH2:7][CH2:8][CH2:9][CH2:10][CH2:11][CH2:12][CH3:13])([OH:14])=[O:15].[CH2:16]([OH:17])[CH2:18][CH2:19][CH2:20][CH2:21][CH2:22][CH2:23][CH3:24].[Na+:32].[OH-:31].[OH2:33].[cH:34]1[cH:35][cH:36][cH:37][cH:38][cH:39]1>>[C:1]([CH2:2][CH2:3][CH2:4][O:5][CH2:6][CH2:7][CH2:8][CH2:9][CH2:10][CH2:11][CH2:12][CH3:13])#[N:30]. The reactants are ClC=1C2=C(N=CN1)NC=C2 (4-chloro-7H-pyrrolo[2,3-d]pyrimidine), C1(CC1)[Mg]Br (cyclopropylmagnesium bromide). Reagents/catalysts: C1=CC=C(C=C1)P([C-]2C=CC=C2)C3=CC=CC=C3.C1=CC=C(C=C1)P([C-]2C=CC=C2)C3=CC=CC=C3.Cl[Pd]Cl.[Fe+2] ([1,1′-bis(diphenylphosphino)ferrocene]dichloropalladium(II)). Run in C1(=CC=CC=C1)C (toluene). Conditions: temperature 60 celsius. Yields the product C1(CC1)C=1C2=C(N=CN1)NC=C2 (4-cyclopropyl-7H-pyrrolo[2,3-d]pyrimidine). Yield: 99.4%. Reaction SMILES: Cl[C:2]1[C:3]2[CH:10]=[CH:9][NH:8][C:4]=2[N:5]=[CH:6][N:7]=1.[CH:11]1([Mg]Br)[CH2:13][CH2:12]1>C1C=CC(P(C2C=CC=CC=2)[C-]2C=CC=C2)=CC=1.C1C=CC(P(C2C=CC=CC=2)[C-]2C=CC=C2)=CC=1.Cl[Pd]Cl.[Fe+2].C1(C)C=CC=CC=1>[CH:11]1([C:2]2[C:3]3[CH:10]=[CH:9][NH:8][C:4]=3[N:5]=[CH:6][N:7]=2)[CH2:13][CH2:12]1 |f:2.3.4.5|. Reported procedure: 4-chloro-7H-pyrrolo[2,3-d]pyrimidine (1, 0.452 g, 2.94 mmol), cyclopropylmagnesium bromide (43, 31.4 mL, 0.50 M in tetrahydrofuran, 15.7 mmol), and [1,1′-bis(diphenylphosphino)ferrocene]dichloropalladium(II) (0.240 g, complex 1:1 with dichloromethane, 0.294 mmol) were mixed with 15.4 mL of toluene. The reaction was heated at 60° C. overnight, then quenched with 1 M aqueous hydrochoric acid to pH 4 and filtered through a bed of celite. The layers of the filtrate were separated and the aqueous lay...